Task: describe an organic reaction: reactants, conditions, products, and yield. Dataset: the Open Reaction Database (ORD), a public repository of structured organic reaction records As a reaction SMILES: [Br-:23].[CH2:26]1[O:27][CH2:28][CH2:29][CH2:30]1.[CH3:24][Mg+:25].[CH:1](=[O:2])[c:3]1[cH:4][c:5]([CH3:22])[cH:6][c:7]2[c:12]1[O:11][CH:10]([C:13]([F:14])([F:15])[F:16])[C:9]([C:17](=[O:18])[O:19][CH2:20][CH3:21])=[CH:8]2>>[CH:1]([OH:2])([c:3]1[cH:4][c:5]([CH3:22])[cH:6][c:7]2[c:12]1[O:11][CH:10]([C:13]([F:14])([F:15])[F:16])[C:9]([C:17](=[O:18])[O:19][CH2:20][CH3:21])=[CH:8]2)[CH3:24]. Yields the product CCOC(=O)C1=Cc2cc(C)cc(C(C)O)c2OC1C(F)(F)F. Starting materials: [Br-], C1CCOC1, C[Mg+], CCOC(=O)C1=Cc2cc(C)cc(C=O)c2OC1C(F)(F)F. Starting materials: C(C)C1=NC=C(C=C1N)[N+](=O)[O-] (2-ethyl-amino-5-nitro-pyridine), [H][H] (hydrogen), [H][H] (hydrogen). The solvent is CO (methanol). Product: NC=1C=C(C(=NC1)CC)N (5-amino-2-ethyl-amino-pyridine). RXN SMILES: [CH2:1]([C:3]1[C:8]([NH2:9])=[CH:7][C:6]([N+:10]([O-])=O)=[CH:5][N:4]=1)[CH3:2].[H][H]>CO>[NH2:10][C:6]1[CH:7]=[C:8]([NH2:9])[C:3]([CH2:1][CH3:2])=[N:4][CH:5]=1. Procedure: 9 g of the nitro compound of Stage 1 are hydrogenated in methanol on platinum with hydrogen at standard pressure and at room temperature. On taking up the theoretical amount of hydrogen the mixture is filtered off from the catalyst and concentrated. The residue (6.8 g) is used in Stage 3 without further purification. Reactants: COC(=O)c1ccccc1N, CCOC(=O)NC1Cc2ccccc2C1Cl. Yields the product CCOC(=O)NC1Cc2ccccc2C1Nc1ccccc1C(=O)OC. Reaction SMILES: [C:17]([c:18]1[c:19]([NH2:20])[cH:21][cH:22][cH:23][cH:24]1)(=[O:25])[O:26][CH3:27].[Cl:1][CH:2]1[CH:3]([NH:11][C:12](=[O:13])[O:14][CH2:15][CH3:16])[CH2:4][c:5]2[cH:6][cH:7][cH:8][cH:9][c:10]21>>[CH:2]1([NH:20][c:19]2[c:18]([C:17](=[O:25])[O:26][CH3:27])[cH:24][cH:23][cH:22][cH:21]2)[CH:3]([NH:11][C:12](=[O:13])[O:14][CH2:15][CH3:16])[CH2:4][c:5]2[cH:6][cH:7][cH:8][cH:9][c:10]21.